This data is from the Open Reaction Database (ORD), a public repository of structured organic reaction records. The task is: describe an organic reaction: reactants, conditions, products, and yield Reactants: CC(C)(C)OC(=O)NC(C#N)COCc1cccc(-c2nnnn2CCC#N)c1, O=CO. Product: N#CCCn1nnnc1-c1cccc(COCC(N)C#N)c1. RXN SMILES: [C:1]([O:2][C:3](=[O:4])[NH:8][CH:9]([C:10]#[N:11])[CH2:12][O:13][CH2:14][c:15]1[cH:16][c:17](-[c:21]2[n:22][n:23][n:24][n:25]2[CH2:26][CH2:27][C:28]#[N:29])[cH:18][cH:19][cH:20]1)([CH3:5])([CH3:6])[CH3:7].[CH:30]([OH:31])=[O:32]>>[NH2:8][CH:9]([C:10]#[N:11])[CH2:12][O:13][CH2:14][c:15]1[cH:16][c:17](-[c:21]2[n:22][n:23][n:24][n:25]2[CH2:26][CH2:27][C:28]#[N:29])[cH:18][cH:19][cH:20]1.